From a dataset of the Open Reaction Database (ORD), a public repository of structured organic reaction records. describe an organic reaction: reactants, conditions, products, and yield The reactants are C([O-])([O-])=O.[Na+].[Na+] (sodium carbonate), ClC1=NC(=NC(=C1)OC(C(F)(F)F)C1=CC=C(C=C1)C)N (4-chloro-2-amino-6-[1-(4-methylphenyl)-2,2,2-trifluoro-ethoxy]-pyrimidine), B(O)(O)C1=CC=C(C[C@H](N)C(=O)O)C=C1 (4-borono-L-phenylalanine), C(C)#N (acetonitrile). The reagents and catalysts are Cl[Pd]([P](C1=CC=CC=C1)(C2=CC=CC=C2)C3=CC=CC=C3)([P](C4=CC=CC=C4)(C5=CC=CC=C5)C6=CC=CC=C6)Cl (dichlorobis(triphenylphosphine)-palladium(II)). The solvent is O (water). Conditions: temperature 150 celsius. Product: NC(C(=O)O)CC1=CC=C(C=C1)C1=NC(=NC(=C1)OC(C(F)(F)F)C1=CC=C(C=C1)C)N (2-amino-3-(4-{2-amino-6-[2,2,2-trifluoro-1-(4-methylphenyl)-ethoxy]-pyrimidin-4-yl}-phenyl)-propionic acid). The yield is 32.7%. RXN SMILES: Cl[C:2]1[CH:7]=[C:6]([O:8][CH:9]([C:14]2[CH:19]=[CH:18][C:17]([CH3:20])=[CH:16][CH:15]=2)[C:10]([F:13])([F:12])[F:11])[N:5]=[C:4]([NH2:21])[N:3]=1.B([C:25]1[CH:36]=[CH:35][C:28]([CH2:29][C@@H:30]([C:32]([OH:34])=[O:33])[NH2:31])=[CH:27][CH:26]=1)(O)O.C(#N)C.C(=O)([O-])[O-].[Na+].[Na+]>Cl[Pd](Cl)([P](C1C=CC=CC=1)(C1C=CC=CC=1)C1C=CC=CC=1)[P](C1C=CC=CC=1)(C1C=CC=CC=1)C1C=CC=CC=1.O>[NH2:31][CH:30]([CH2:29][C:28]1[CH:35]=[CH:36][C:25]([C:2]2[CH:7]=[C:6]([O:8][CH:9]([C:14]3[CH:19]=[CH:18][C:17]([CH3:20])=[CH:16][CH:15]=3)[C:10]([F:13])([F:12])[F:11])[N:5]=[C:4]([NH2:21])[N:3]=2)=[CH:26][CH:27]=1)[C:32]([OH:34])=[O:33] |f:3.4.5,^1:48,67|. Procedure details: A microwave vial was charged with 4-chloro-2-amino-6-[1-(4-methylphenyl)-2,2,2-trifluoro-ethoxy]-pyrimidine (33 mg, 0.1 mmol), 4-borono-L-phenylalanine (31 mg, 0.15 mmol) and 1 ml of acetonitrile, 0.7 ml of water. Aqueous sodium carbonate (0.3 ml, 1N) was added to above solution followed by 5 mol percent of dichlorobis(triphenylphosphine)-palladium(II). The reaction vessel was sealed and heated to 150° C. for 5 minutes with microwave. After cooling, the reaction mixture was evaporated to dryness... The reactants are OC1=CC=C(C=C1)C1=CC=C(C=C1)CCC(CCC=1C=NC=CC1)=O (1-(4'-hydroxybiphenyl-4-yl)-5-(3-pyridyl)-3-pentanone), [BH4-].[Na+] (sodium borohydride). Run in C(C)O (ethanol). Product: OC1=CC=C(C=C1)C1=CC=C(C=C1)CCC(CCC=1C=NC=CC1)O ((±)-1-(4'-Hydroxybiphenyl-4-yl)-5-(3-pyridyl)-3-pentanol). Reaction SMILES: [OH:1][C:2]1[CH:7]=[CH:6][C:5]([C:8]2[CH:13]=[CH:12][C:11]([CH2:14][CH2:15][C:16](=[O:25])[CH2:17][CH2:18][C:19]3[CH:20]=[N:21][CH:22]=[CH:23][CH:24]=3)=[CH:10][CH:9]=2)=[CH:4][CH:3]=1.[BH4-].[Na+]>C(O)C>[OH:1][C:2]1[CH:7]=[CH:6][C:5]([C:8]2[CH:13]=[CH:12][C:11]([CH2:14][CH2:15][CH:16]([OH:25])[CH2:17][CH2:18][C:19]3[CH:20]=[N:21][CH:22]=[CH:23][CH:24]=3)=[CH:10][CH:9]=2)=[CH:4][CH:3]=1 |f:1.2|. Procedure details: Prepared according to the method described in Example 7c) from 1-(4'-hydroxybiphenyl-4-yl)-5-(3-pyridyl)-3-pentanone (0.52 g) and sodium borohydride (0.062 g) in ethanol (10 ml) to give a yellow gum, which was purified by column chromatography over silica eluting with ethanol:ethyl acetate (1:9) to give the title compound as a yellow gum that solidified on standing (0.39 g).